The task is: describe an organic reaction: reactants, conditions, products, and yield. This data is from the Open Reaction Database (ORD), a public repository of structured organic reaction records. The reactants are CCOC(=O)CC(=O)OCC, ClC(Cl)(Cl)Cl, CCO, [Cl-], Clc1ccccc1, [Mg], O=C(O)c1ccc2oc3ncccc3c(=O)c2c1, O, O=S(=O)(O)O. The product is CCOC(=O)C(C(=O)OCC)C(=O)c1ccc2oc3ncccc3c(=O)c2c1. Reaction SMILES: [C:2]([CH2:3][C:4](=[O:5])[O:6][CH2:7][CH3:8])(=[O:9])[O:10][CH2:11][CH3:12].[C:48]([Cl:49])([Cl:50])([Cl:51])[Cl:52].[CH3:38][CH2:39][OH:40].[Cl-:13].[Cl:41][c:42]1[cH:43][cH:44][cH:45][cH:46][cH:47]1.[Mg:1].[O:14]=[c:15]1[c:16]2[c:17]([o:18][c:19]3[n:20][cH:21][cH:22][cH:23][c:24]13)[cH:25][cH:26][c:27]([C:29](=[O:30])[OH:31])[cH:28]2.[OH2:37].[S:32](=[O:33])(=[O:34])([OH:35])[OH:36]>>[C:2]([CH:3]([C:4](=[O:5])[O:6][CH2:7][CH3:8])[C:29]([c:27]1[cH:26][cH:25][c:17]2[c:16]([c:15](=[O:14])[c:24]3[c:19]([o:18]2)[n:20][cH:21][cH:22][cH:23]3)[cH:28]1)=[O:30])(=[O:9])[O:10][CH2:11][CH3:12]. The reactants are N#Cc1sccc1Br, CC1(C)OB(c2cccc(-n3cnc4cc(-c5ccoc5)cnc43)c2)OC1(C)C. Product: N#Cc1sccc1-c1cccc(-n2cnc3cc(-c4ccoc4)cnc32)c1. RXN SMILES: [Br:30][c:31]1[c:32]([C:36]#[N:37])[s:33][cH:34][cH:35]1.[o:1]1[cH:2][c:3](-[c:6]2[cH:7][c:8]3[c:9]([n:10][cH:11]2)[n:12](-[c:15]2[cH:16][c:17]([B:21]4[O:22][C:23]([CH3:24])([CH3:25])[C:26]([CH3:27])([CH3:28])[O:29]4)[cH:18][cH:19][cH:20]2)[cH:13][n:14]3)[cH:4][cH:5]1>>[o:1]1[cH:2][c:3](-[c:6]2[cH:7][c:8]3[c:9]([n:10][cH:11]2)[n:12](-[c:15]2[cH:16][c:17](-[c:31]4[c:32]([C:36]#[N:37])[s:33][cH:34][cH:35]4)[cH:18][cH:19][cH:20]2)[cH:13][n:14]3)[cH:4][cH:5]1. Starting materials: C[C@H]1N(CCC1)C[C@H]1NCCC1 (2-(R)-methyl-1-(2-(S)-pyrrolidinylmethyl)pyrrolidine), CC1(OB(OC1(C)C)C1=CC=C(C(=O)O)C=C1)C (4-(4,4,5,5-tetramethyl-[1,3,2]dioxaborolan-2-yl)-benzoic acid), crude product. Yields the product C[C@H]1N(CCC1)C[C@H]1N(CCC1)C(=O)C1=CC=C(C=C1)B1OC(C(O1)(C)C)(C)C ([2-(S)-(2-(R)-Methyl-pyrrolidin-1-ylmethyl)-pyrrolidin-1-yl]-[4-(4,4,5,5-tetramethyl-[1,3,2]dioxaborolan-2-yl)-phenyl]-methanone). Reaction SMILES: [CH3:1][C@@H:2]1[CH2:6][CH2:5][CH2:4][N:3]1[CH2:7][C@@H:8]1[CH2:12][CH2:11][CH2:10][NH:9]1.[CH3:13][C:14]1([CH3:30])[C:18]([CH3:20])([CH3:19])[O:17][B:16]([C:21]2[CH:29]=[CH:28][C:24]([C:25](O)=[O:26])=[CH:23][CH:22]=2)[O:15]1>>[CH3:1][C@@H:2]1[CH2:6][CH2:5][CH2:4][N:3]1[CH2:7][C@@H:8]1[CH2:12][CH2:11][CH2:10][N:9]1[C:25]([C:24]1[CH:23]=[CH:22][C:21]([B:16]2[O:17][C:18]([CH3:20])([CH3:19])[C:14]([CH3:30])([CH3:13])[O:15]2)=[CH:29][CH:28]=1)=[O:26]. Reported procedure: The title intermediate is prepared in a manner substantially analogous General Procedure E using 2-(R)-methyl-1-(2-(S)-pyrrolidinylmethyl)pyrrolidine and 4-(4,4,5,5-tetramethyl-[1,3,2]dioxaborolan-2-yl)-benzoic acid (CAS 180516-87-4). The crude product is confirmed by NMR and used without further purification. Reactants: Br, CC(=O)O, COc1nccc2c1cc(C)n2Cc1ccccc1-c1ccccc1. Product: Cc1cc2c(=O)[nH]ccc2n1Cc1ccccc1-c1ccccc1. RXN SMILES: [BrH:30].[C:26]([OH:27])(=[O:28])[CH3:29].[c:1]1(-[c:20]2[cH:21][cH:22][cH:23][cH:24][cH:25]2)[c:2]([CH2:7][n:8]2[c:9]([CH3:19])[cH:10][c:11]3[c:12]([O:17][CH3:18])[n:13][cH:14][cH:15][c:16]23)[cH:3][cH:4][cH:5][cH:6]1>>[c:1]1(-[c:20]2[cH:21][cH:22][cH:23][cH:24][cH:25]2)[c:2]([CH2:7][n:8]2[c:9]([CH3:19])[cH:10][c:11]3[c:12](=[O:17])[nH:13][cH:14][cH:15][c:16]23)[cH:3][cH:4][cH:5][cH:6]1. Starting materials: [C-]#N, CC(=O)OC1(C)CCC2C3C=CC4=CC(=O)CCC4(C)C3CCC21C, O=C([O-])C(O)C(O)C(=O)[O-], CC[Al+]CC, Cc1ccccc1, CCOC(C)=O, [K+], [Na+]. Yields the product CC(=O)OC1(C)CCC2C3C(C#N)CC4=CC(=O)CCC4(C)C3CCC21C. As a reaction SMILES: [C-:26]#[N:27].[C:1]([CH3:2])(=[O:3])[O:4][C:5]1([CH3:25])[C:6]2([CH3:7])[CH:8]([CH2:9][CH2:10]1)[CH:11]1[CH:12]=[CH:13][C:14]3=[CH:15][C:16](=[O:24])[CH2:17][CH2:18][C:19]3([CH3:20])[CH:21]1[CH2:22][CH2:23]2.[C:33]([CH:34]([CH:35]([C:36]([O-:37])=[O:38])[OH:39])[OH:40])([O-:41])=[O:42].[CH2:28]([Al+:29][CH2:30][CH3:31])[CH3:32].[CH3:45][c:46]1[cH:47][cH:48][cH:49][cH:50][cH:51]1.[CH3:52][CH2:53][O:54][C:55](=[O:56])[CH3:57].[K+:44].[Na+:43]>>[C:1]([CH3:2])(=[O:3])[O:4][C:5]1([CH3:25])[C:6]2([CH3:7])[CH:8]([CH2:9][CH2:10]1)[CH:11]1[CH:12]([C:26]#[N:27])[CH2:13][C:14]3=[CH:15][C:16](=[O:24])[CH2:17][CH2:18][C:19]3([CH3:20])[CH:21]1[CH2:22][CH2:23]2. Starting materials: OC=1C=C2C=C(N(C2=CC1)CC(F)(F)F)C(=O)N1CCOCC1 ([5-hydroxy-1-(2,2,2-trifluoro-ethyl)-1H-indol-2-yl]-morpholin-4-yl-methanone), OC=1C=C2C=C(N(C2=CC1)CC(F)(F)F)C(=O)N1CCOCC1 ([5-hydroxy-1-(2,2,2-trifluoro-ethyl)-1H-indol-2-yl]-morpholin-4-yl-methanone), Cl.FC1(CCNCC1)F (4,4-difluoropiperidine hydrochloride), OC=1C=C2C=C(N(C2=CC1)CC(F)(F)F)C(=O)N1CCOCC1 ([5-hydroxy-1-(2,2,2-trifluoro-ethyl)-1H-indol-2-yl]-morpholin-4-yl-methanone). Yields the product FC1(CCN(CC1)C(=O)C=1N(C2=CC=C(C=C2C1)O)CC(F)(F)F)F ((4,4-Difluoro-piperidin-1-yl)-[5-hydroxy-1-(2,2,2-trifluoro-ethyl)-1H-indol-2-yl]-methanone). Reaction SMILES: [OH:1][C:2]1[CH:3]=[C:4]2[C:8](=[CH:9][CH:10]=1)[N:7]([CH2:11][C:12]([F:15])([F:14])[F:13])[C:6]([C:16]([N:18]1[CH2:23][CH2:22]O[CH2:20][CH2:19]1)=[O:17])=[CH:5]2.Cl.[F:25][C:26]1([F:32])CCNCC1>>[F:25][C:26]1([F:32])[CH2:20][CH2:19][N:18]([C:16]([C:6]2[N:7]([CH2:11][C:12]([F:15])([F:13])[F:14])[C:8]3[C:4]([CH:5]=2)=[CH:3][C:2]([OH:1])=[CH:10][CH:9]=3)=[O:17])[CH2:23][CH2:22]1 |f:1.2|. Procedure details: In analogy to the procedure described for the synthesis of intermediate 1, step 4, the title compound was synthesized from 5-hydroxy-1-(2,2,2-trifluoro-ethyl)-1H-indole-2-carboxylic acid (Intermediate 1, step 3) and 4,4-difluoropiperidine hydrochloride. The title product was obtained in 80% as white solid. MS (m/e): 361 (M−H−, 100%). The reactants are N#Cc1cc(=O)c2ccc(OCCCCl)cc2o1, O=C([O-])[O-], CC(C)=O, [I-], [K+], [K+], [Na+], c1ccc(C(=C2CCNCC2)c2ccccc2)cc1. Product: N#Cc1cc(=O)c2ccc(OCCCN3CCC(=C(c4ccccc4)c4ccccc4)CC3)cc2o1. As a reaction SMILES: [C:1](#[N:2])[c:3]1[o:4][c:5]2[c:6]([c:7](=[O:9])[cH:8]1)[cH:10][cH:11][c:12]([O:14][CH2:15][CH2:16][CH2:17][Cl:18])[cH:13]2.[C:40](=[O:41])([O-:42])[O-:43].[CH3:46][C:47](=[O:48])[CH3:49].[I-:39].[K+:44].[K+:45].[Na+:38].[c:19]1([C:25](=[C:26]2[CH2:27][CH2:28][NH:29][CH2:30][CH2:31]2)[c:32]2[cH:33][cH:34][cH:35][cH:36][cH:37]2)[cH:20][cH:21][cH:22][cH:23][cH:24]1>>[C:1](#[N:2])[c:3]1[o:4][c:5]2[c:6]([c:7](=[O:9])[cH:8]1)[cH:10][cH:11][c:12]([O:14][CH2:15][CH2:16][CH2:17][N:29]1[CH2:28][CH2:27][C:26](=[C:25]([c:19]3[cH:20][cH:21][cH:22][cH:23][cH:24]3)[c:32]3[cH:33][cH:34][cH:35][cH:36][cH:37]3)[CH2:31][CH2:30]1)[cH:13]2. The reactants are [BH3-]C#N, C=O, CC#N, CNC(=O)c1ccccc1Nc1nc(Nc2ccc3c(c2)CCNCC3)ncc1Cl, [Na+]. Product: CNC(=O)c1ccccc1Nc1nc(Nc2ccc3c(c2)CCN(C)CC3)ncc1Cl. As a reaction SMILES: [C:33]([BH3-:34])#[N:35].[CH2:31]=[O:32].[CH3:37][C:38]#[N:39].[Cl:1][c:2]1[c:3]([NH:20][c:21]2[c:22]([C:23](=[O:24])[NH:25][CH3:26])[cH:27][cH:28][cH:29][cH:30]2)[n:4][c:5]([NH:8][c:9]2[cH:10][c:11]3[c:12]([cH:18][cH:19]2)[CH2:13][CH2:14][NH:15][CH2:16][CH2:17]3)[n:6][cH:7]1.[Na+:36]>>[Cl:1][c:2]1[c:3]([NH:20][c:21]2[c:22]([C:23](=[O:24])[NH:25][CH3:26])[cH:27][cH:28][cH:29][cH:30]2)[n:4][c:5]([NH:8][c:9]2[cH:10][c:11]3[c:12]([cH:18][cH:19]2)[CH2:13][CH2:14][N:15]([CH3:33])[CH2:16][CH2:17]3)[n:6][cH:7]1.